From a dataset of the Open Reaction Database (ORD), a public repository of structured organic reaction records. describe an organic reaction: reactants, conditions, products, and yield The reactants are C(C)(C)(C)OC(=O)N1C[C@H](CCC1)ONC(=O)[C@H]1N2C(N([C@H](CC1)C2)OS(=O)(=O)[O-])=O.C(CCC)[N+](CCCC)(CCCC)CCCC (N,N,N-Tributylbutan-1-aminium ({[(2S,5R)-2-({[(3S)-1-(tert-butoxycarbonyl)piperidin-3-yl]oxy}carbamoyl)-7-oxo-1,6-diazabicyclo[3.2.1]oct-6-yl]oxy}sulfonyl)oxidanide), FC(C(=O)O)(F)F (trifluoroacetic acid). Solvent: C(Cl)Cl (DCM). Run at time 1 hour. Product: O=C1N([C@@H]2CC[C@H](N1C2)C(=O)NO[C@@H]2CNCCC2)OS(=O)(=O)O ((2S,5R)-7-oxo-N-[(3S)-piperidin-3-yloxy]-6-(sulfooxy)-1,6-diazabicyclo[3.2.1]octane-2-carboxamide). RXN SMILES: C(OC([N:8]1[CH2:13][CH2:12][CH2:11][C@H:10]([O:14][NH:15][C:16]([C@@H:18]2[CH2:24][CH2:23][C@@H:22]3[CH2:25][N:19]2[C:20](=[O:31])[N:21]3[O:26][S:27]([O-:30])(=[O:29])=[O:28])=[O:17])[CH2:9]1)=O)(C)(C)C.C([N+](CCCC)(CCCC)CCCC)CCC.FC(F)(F)C(O)=O>C(Cl)Cl>[O:31]=[C:20]1[N:19]2[CH2:25][C@@H:22]([CH2:23][CH2:24][C@H:18]2[C:16]([NH:15][O:14][C@H:10]2[CH2:11][CH2:12][CH2:13][NH:8][CH2:9]2)=[O:17])[N:21]1[O:26][S:27]([OH:30])(=[O:29])=[O:28] |f:0.1|. Procedure: To a solution of N,N,N-tributylbutan-1-aminium ({[(2S,5R)-2-({[(3S)-1-(tert-butoxycarbonyl)piperidin-3-yl]oxy}carbamoyl)-7-oxo-1,6-diazabicyclo[3.2.1]oct-6-yl]oxy}sulfonyl)oxidanide 20 (0.23 g, 0.32 mmol) in DCM (15 mL) was added trifluoroacetic acid (0.64 mL, 8.32 mmol) dropwise at 0° C. The reaction mixture was stirred for 1 h, then evaporated. Ether was added to the residue and the resulting white precipitate was collected by centrifugation. The solid was triturated with acetonitrile (2×) and... Reactants: P12(=S)SP3(=S)SP(=S)(S1)SP(=S)(S2)S3 (phosphorus pentasulfide), [O-2].[Ca+2] (calcium oxide), C1(=CC=CC=C1)C1C2CCC(CC2)C12NC(CC2)=O (3-phenyl-spiro[bicyclo[2.2.2]-octane-2,2'-pyrrolidin]-5'-one). Run in C1(=CC=CC=C1)C (toluene). Yields the product C1(=CC=CC=C1)C1C2CCC(CC2)C12NC(CC2)=S (3-Phenyl-spiro[bicyclo[2.2.2]-octane-2,2'-pyrrolidin]-5'-thione). RXN SMILES: [C:1]1([CH:7]2[C:14]3([CH2:18][CH2:17][C:16](=O)[NH:15]3)[CH:11]3[CH2:12][CH2:13][CH:8]2[CH2:9][CH2:10]3)[CH:6]=[CH:5][CH:4]=[CH:3][CH:2]=1.P12(SP3(SP(SP(S3)(S1)=S)(=S)S2)=S)=[S:21].[O-2].[Ca+2]>C1(C)C=CC=CC=1>[C:1]1([CH:7]2[C:14]3([CH2:18][CH2:17][C:16](=[S:21])[NH:15]3)[CH:11]3[CH2:12][CH2:13][CH:8]2[CH2:9][CH2:10]3)[CH:6]=[CH:5][CH:4]=[CH:3][CH:2]=1 |f:2.3|. Reported procedure: 33 mmoles of 3-phenyl-spiro[bicyclo[2.2.2]-octane-2,2'-pyrrolidin]-5'-one are dispersed in 200 ml of toluene, and a mixture of 7.3 g of phosphorus pentasulfide and 7 g of calcium oxide is added, whilst stirring, and the mixture is stirred at 50° C. for 21/2 hours. The hot reaction solution is filtered into a saturated sodium carbonate solution. The residues are dissolved in concentrated hydrochloric acid and the solution is diluted with water and carefully combined with the toluene/sodium carbon...